Dataset: the Open Reaction Database (ORD), a public repository of structured organic reaction records. Task: describe an organic reaction: reactants, conditions, products, and yield Starting materials: O=C([O-])[O-], CCOC(C)=O, COS(=O)(=O)OC, CC(C)=O, CCCCCC, [K+], [K+], O, CNC(=O)C(=NO)c1ccccc1CO. Product: CNC(=O)C(=NOC)c1ccccc1CO. Reaction SMILES: [C:16](=[O:17])([O-:18])[O-:19].[C:39]([O:40][CH2:41][CH3:42])(=[O:43])[CH3:44].[CH3:22][O:23][S:24]([O:25][CH3:26])(=[O:27])=[O:28].[CH3:29][C:30](=[O:31])[CH3:32].[CH3:33][CH2:34][CH2:35][CH2:36][CH2:37][CH3:38].[K+:20].[K+:21].[OH2:45].[OH:1][CH2:2][c:3]1[c:4]([C:9]([C:10](=[O:11])[NH:12][CH3:13])=[N:14][OH:15])[cH:5][cH:6][cH:7][cH:8]1>>[OH:1][CH2:2][c:3]1[c:4]([C:9]([C:10](=[O:11])[NH:12][CH3:13])=[N:14][O:15][CH3:16])[cH:5][cH:6][cH:7][cH:8]1. Starting materials: COC(=O)c1ccc(C(=O)[O-])cc1, CCN=C=NCCCN(C)C, CC(C)c1onc(-c2c(Cl)cccc2Cl)c1COc1ccc(N)c(Cl)c1, ClCCl, Cl, On1nnc2ccccc21. Yields the product COC(=O)c1ccc(C(=O)Nc2ccc(OCc3c(-c4c(Cl)cccc4Cl)noc3C(C)C)cc2Cl)cc1. As a reaction SMILES: [C:27]([c:28]1[cH:29][cH:30][c:31]([C:32](=[O:33])[O-:34])[cH:35][cH:36]1)(=[O:37])[O:38][CH3:39].[CH3:51][N:52]([CH3:53])[CH2:54][CH2:55][CH2:56][N:57]=[C:58]=[N:59][CH2:60][CH3:61].[Cl:1][c:2]1[c:3]([NH2:4])[cH:5][cH:6][c:7]([O:9][CH2:10][c:11]2[c:12](-[c:19]3[c:20]([Cl:26])[cH:21][cH:22][cH:23][c:24]3[Cl:25])[n:13][o:14][c:15]2[CH:16]([CH3:17])[CH3:18])[cH:8]1.[Cl:62][CH2:63][Cl:64].[ClH:50].[OH:40][n:41]1[c:42]2[cH:43][cH:44][cH:45][cH:46][c:47]2[n:48][n:49]1>>[Cl:1][c:2]1[c:3]([NH:4][C:32]([c:31]2[cH:30][cH:29][c:28]([C:27](=[O:37])[O:38][CH3:39])[cH:36][cH:35]2)=[O:33])[cH:5][cH:6][c:7]([O:9][CH2:10][c:11]2[c:12](-[c:19]3[c:20]([Cl:26])[cH:21][cH:22][cH:23][c:24]3[Cl:25])[n:13][o:14][c:15]2[CH:16]([CH3:17])[CH3:18])[cH:8]1.